This data is from the Open Reaction Database (ORD), a public repository of structured organic reaction records. The task is: describe an organic reaction: reactants, conditions, products, and yield The reactants are NC1=C(C(=O)OCC)C=CC(=C1)Br (ethyl 2-amino-4-bromobenzoate), C(C)O (ethanol), Cl (hydrogen chloride). Solvent: C(C)OCC (diethyl ether). Product: Cl.NC1=C(C(=O)OCC)C=CC(=C1)Br (Ethyl 2-Amino-4-bromobenzoate Hydrochloride). The yield is 77.0%. Reaction SMILES: [NH2:1][C:2]1[CH:12]=[C:11]([Br:13])[CH:10]=[CH:9][C:3]=1[C:4]([O:6][CH2:7][CH3:8])=[O:5].C(O)C.[ClH:17]>C(OCC)C>[ClH:17].[NH2:1][C:2]1[CH:12]=[C:11]([Br:13])[CH:10]=[CH:9][C:3]=1[C:4]([O:6][CH2:7][CH3:8])=[O:5] |f:4.5|. Procedure: At room temperature, a solution of 3.09 g (0.0127 mol) of ethyl 2-amino-4-bromobenzoate and 30 ml absolute ethanol was saturated with dry hydrogen chloride gas. A colorless precipitate formed in the warm solution. When it was again at room temperature, the solution was diluted with 30 ml of diethyl ether; the resulting crystalline product was filtered and washed with diethyl ether. Thus there was obtained 2.72 g (77%) of the title compound: m.p. 147°-150° C. Analysis calculated for C9H11BrClNO2 ... The reactants are Cl (hydrochloric acid), Cl.C(CCC)C=1N(C=C(N1)CCN)CC1=CC=C(C=C1)C1=C(C=CC=C1)C1=NN=NN1 (2-n-butyl-4-(2-aminoethyl)-1-[2'-(1H-tetrazol-5-yl)biphenyl-4-yl]methylimidazole hydrochloride), O.C(C=O)(=O)O (glyoxylic acid hydrate), [OH-].[Na+] (sodium hydroxide), O1CCOCC1 (dioxane). Reaction conditions: temperature 50 celsius, time 2 day. The product is C(CCC)C1=NC2=C(C(NCC2)C(=O)OC)N1CC1=CC=C(C=C1)C1=C(C=CC=C1)C1=NN=NN1 (methyl 2-n-butyl-3-[2'-(1H-tetrazol-5-yl)biphenyl-4-yl]methyl-4,5,6,7-tetrahydroimidazo[4,5,c]pyridine-4 -carboxylate). As a reaction SMILES: Cl.[CH2:2]([C:6]1[N:7]([CH2:14][C:15]2[CH:20]=[CH:19][C:18]([C:21]3[CH:26]=[CH:25][CH:24]=[CH:23][C:22]=3[C:27]3[NH:31][N:30]=[N:29][N:28]=3)=[CH:17][CH:16]=2)[CH:8]=[C:9]([CH2:11][CH2:12][NH2:13])[N:10]=1)[CH2:3][CH2:4][CH3:5].O.[C:33]([OH:37])(=[O:36])[CH:34]=O.[OH-].[Na+].Cl.O1CCOC[CH2:42]1>>[CH2:2]([C:6]1[N:7]([CH2:14][C:15]2[CH:20]=[CH:19][C:18]([C:21]3[CH:26]=[CH:25][CH:24]=[CH:23][C:22]=3[C:27]3[NH:31][N:30]=[N:29][N:28]=3)=[CH:17][CH:16]=2)[C:8]2[CH:34]([C:33]([O:37][CH3:42])=[O:36])[NH:13][CH2:12][CH2:11][C:9]=2[N:10]=1)[CH2:3][CH2:4][CH3:5] |f:0.1,2.3,4.5|. Reported procedure: A mixture of 2-n-butyl-4-(2-aminoethyl)-1-[2'-(1H-tetrazol-5-yl)biphenyl-4-yl]methylimidazole hydrochloride (8.09 g), glyoxylic acid hydrate (1.73 g), 1N aqueous sodium hydroxide solution (53 ml) and dioxane (50 ml) is stirred at 50° C. for two days. The reaction solution is acidified with hydrochloric acid, and evaporated under reduced pressure. The residue is dissolved in methanol (100 ml), and the mixture is cooled to -30° C., and thereto is added dropwise thionyl chloride (12.4 g). After add... The reactants are N(=[N+]=[N-])C[C@@H]1N(C(CC1)=O)CCCNC(OC(C)(C)C)=O ((R)-tert-butyl 3-(2-(azidomethyl)-5-oxopyrrolidin-1-yl)propylcarbamate). The reagents and catalysts are [Pd] (Pd/C). The solvent is CO (MeOH). Run at time 30 minute. The product is NC[C@@H]1N(C(CC1)=O)CCCNC(OC(C)(C)C)=O ((R)-tert-butyl 3-(2-(aminomethyl)-5-oxopyrrolidin-1-yl)propylcarbamate). The yield is 65.7%. Reaction SMILES: [N:1]([CH2:4][C@H:5]1[CH2:9][CH2:8][C:7](=[O:10])[N:6]1[CH2:11][CH2:12][CH2:13][NH:14][C:15](=[O:21])[O:16][C:17]([CH3:20])([CH3:19])[CH3:18])=[N+]=[N-]>CO.[Pd]>[NH2:1][CH2:4][C@H:5]1[CH2:9][CH2:8][C:7](=[O:10])[N:6]1[CH2:11][CH2:12][CH2:13][NH:14][C:15](=[O:21])[O:16][C:17]([CH3:19])([CH3:18])[CH3:20]. Reported procedure: To (R)-tert-butyl 3-(2-(azidomethyl)-5-oxopyrrolidin-1-yl)propylcarbamate (300 mg, 1.01 mmol) in MeOH was added Pd/C. The mixture was the placed into an autoclave, degasses three times, charged with 30 psi of H2 and stirred at rt for 30 min. The mixture was the filtered and the filtrate was concentrated under reduced pressure to give (R)-tert-butyl 3-(2-(aminomethyl)-5-oxopyrrolidin-1-yl)propylcarbamate (180 mg of crude). LRMS (M+H+) m/z 198.1.